Dataset: the Open Reaction Database (ORD), a public repository of structured organic reaction records. Task: describe an organic reaction: reactants, conditions, products, and yield Starting materials: C(#N)C=1C=NC2=CC(=C(C=C2C1NC1=C2C(=C(C=C1)/C=C/C(=O)O)OCO2)OC)OC ((2E)-3-[4-(3-cyano-6,7-dimethoxyquinolin-4-ylamino)-2,3-methylenedioxyphenyl]acrylic acid), COCCNC (N-(2-methoxyethyl)-N-methylamine). Yields the product C(#N)C=1C=NC2=CC(=C(C=C2C1NC1=C2C(=C(C=C1)/C=C/C(=O)N(C)CCOC)OCO2)OC)OC ((2E)-3-[4-(3-cyano-6,7-dimethoxyquinolin-4-ylamino)-2,3-methylenedioxyphenyl]-N-(2-methoxyethyl)-N-methylacrylamide). Isolated yield 47.0%. RXN SMILES: [C:1]([C:3]1[CH:4]=[N:5][C:6]2[C:11]([C:12]=1[NH:13][C:14]1[CH:19]=[CH:18][C:17](/[CH:20]=[CH:21]/[C:22](O)=[O:23])=[C:16]3[O:25][CH2:26][O:27][C:15]=13)=[CH:10][C:9]([O:28][CH3:29])=[C:8]([O:30][CH3:31])[CH:7]=2)#[N:2].[CH3:32][O:33][CH2:34][CH2:35][NH:36][CH3:37]>>[C:1]([C:3]1[CH:4]=[N:5][C:6]2[C:11]([C:12]=1[NH:13][C:14]1[CH:19]=[CH:18][C:17](/[CH:20]=[CH:21]/[C:22]([N:36]([CH2:35][CH2:34][O:33][CH3:32])[CH3:37])=[O:23])=[C:16]3[O:25][CH2:26][O:27][C:15]=13)=[CH:10][C:9]([O:28][CH3:29])=[C:8]([O:30][CH3:31])[CH:7]=2)#[N:2]. Procedure: Using an analogous procedure to that described in Example 16, (2E)-3-[4-(3-cyano-6,7-dimethoxyquinolin-4-ylamino)-2,3-methylenedioxyphenyl]acrylic acid was reacted with N-(2-methoxyethyl)-N-methylamine to give the title compound in 47% yield; NMR Spectrum: (DMSOd6) 2.94 (s, 1.5H), 3.08 (s, 1.5H), 3.17 (s, 3H), 3.43–3.65 (m, 4H), 3.95 (s, 3H), 3.96 (s, 3H), 6.1 (s, 2H), 6.84 (d, 1H), 7.16 (d, 1H), 7.25 (d, 1H), 7.33 (s, 1H), 7.43 (d, 1H), 7.76 (s, 1H), 8.48 (s, 1H), 9.62 (s, 1H); Mass Spectrum: M... Starting materials: OCc1ccc(Br)cc1, C1CCC2=NCCCN2CC1, CC(C)[Si](Cl)(C(C)C)C(C)C, ClCCl. The product is CC(C)[Si](OCc1ccc(Br)cc1)(C(C)C)C(C)C. Reaction SMILES: [Br:1][c:2]1[cH:3][cH:4][c:5]([CH2:6][OH:7])[cH:8][cH:9]1.[CH2:10]1[CH2:11][CH2:12][C:13]2=[N:18][CH2:17][CH2:16][CH2:15][N:14]2[CH2:19][CH2:20]1.[CH:21]([CH3:22])([CH3:23])[Si:24]([CH:25]([CH3:26])[CH3:27])([CH:28]([CH3:29])[CH3:30])[Cl:31].[Cl:32][CH2:33][Cl:34]>>[Br:1][c:2]1[cH:3][cH:4][c:5]([CH2:6][O:7][Si:24]([CH:21]([CH3:22])[CH3:23])([CH:25]([CH3:26])[CH3:27])[CH:28]([CH3:29])[CH3:30])[cH:8][cH:9]1.